From a dataset of the Open Reaction Database (ORD), a public repository of structured organic reaction records. describe an organic reaction: reactants, conditions, products, and yield The reactants are [H-].[Na+] (NaH), C(#N)C1=NNC2=CC=CC=C12 (3-cyanoindazole), C(C1=CC=CC=C1)Br (benzyl bromide). Run in C1CCOC1 (THF). Run at time 15 hour. The product is C(C1=CC=CC=C1)N1N=C(C2=CC=CC=C12)C#N (1-Benzyl-3-cyanoindazole). Isolated yield 79.6%. RXN SMILES: [H-].[Na+].[C:3]([C:5]1[C:13]2[C:8](=[CH:9][CH:10]=[CH:11][CH:12]=2)[NH:7][N:6]=1)#[N:4].[CH2:14](Br)[C:15]1[CH:20]=[CH:19][CH:18]=[CH:17][CH:16]=1>C1COCC1>[CH2:14]([N:7]1[C:8]2[C:13](=[CH:12][CH:11]=[CH:10][CH:9]=2)[C:5]([C:3]#[N:4])=[N:6]1)[C:15]1[CH:20]=[CH:19][CH:18]=[CH:17][CH:16]=1 |f:0.1|. Reported procedure: 420 mg of NaH (60% in oil, 10.3 mmol) were added in portions to 1.0 g of 3-cyanoindazole (7.0 mmol) and 1.7 ml of benzyl bromide (14.0 mmol) in 6 ml of THF, and the mixture was stirred at room temperature for 15 hours. The reaction was quenched with 2 drops of water, the mixture was concentrated and the residue was chromatographed (SiO2; petroleum ether:ethyl acetate 3:1). 1.3 g of a solid were obtained. The reactants are C(C)OC(CN(CC1=CC=CC=C1)CC1=CC=CC=C1)=O (dibenzylamino-acetic acid ethyl ester), C(C)(C)[N-]C(C)C.[Li+] (lithium diisopropylamide), C(CC)=O (Propionaldehyde), O (water). Solvent: O1CCCC1 (tetrahydrofuran), O1CCCC1 (tetrahydrofurane). Conditions: time 8 hour. The product is C(C)OC(C(C(CC)O)N(CC1=CC=CC=C1)CC1=CC=CC=C1)=O (2-dibenzylamino-3-hydroxy-pentanoic acid ethyl ester). Reaction SMILES: [CH2:1]([O:3][C:4](=[O:21])[CH2:5][N:6]([CH2:14][C:15]1[CH:20]=[CH:19][CH:18]=[CH:17][CH:16]=1)[CH2:7][C:8]1[CH:13]=[CH:12][CH:11]=[CH:10][CH:9]=1)[CH3:2].C([N-]C(C)C)(C)C.[Li+].[CH:30](=[O:33])[CH2:31][CH3:32].O>O1CCCC1>[CH2:1]([O:3][C:4](=[O:21])[CH:5]([N:6]([CH2:7][C:8]1[CH:9]=[CH:10][CH:11]=[CH:12][CH:13]=1)[CH2:14][C:15]1[CH:20]=[CH:19][CH:18]=[CH:17][CH:16]=1)[CH:30]([OH:33])[CH2:31][CH3:32])[CH3:2] |f:1.2|. Reported procedure: A solution of 20 g (70.6 mmol) dibenzylamino-acetic acid ethyl ester in 240 ml tetrahydrofuran was stirred at −78° C. with 38.8 ml (77.6 mmol) lithium diisopropylamide (2M in heptane) for 30 minutes. 5.83 ml (77.6 mmol) Propionaldehyde in 5 ml tetrahydrofurane were added and stirring was continued overnight. The mixture was allowed to warm to room temprature, water was added and most of the organic solvent was removed by distillation. Extraction with ethylacetate and chromatography on silicagel ... The reactants are C1(=CC=CC=C1)SCP(OCC)(OCC)=O (diethyl phenylthiomethylphosphonate), solution, C(CCC)[Li] (n-butyllithium), CN1CCN(CC1)C1=CC2=C(C(C3=C1C=CC=C3)=O)C=CC=C2 (10-(4'-methylpiperazin-1-yl)-5H-dibenzo[a,d]cyclohepten-5-one), Cl (HCl). The solvent is C(Cl)(Cl)Cl (CHCl3), C1CCOC1 (THF), C1CCOC1 (THF). Product: S1C(=CC=C1)\C=C\1/C2=C(C(CC3=C1C=CC=C3)=O)C=CC=C2 (Z-5-Thiophenylmethylidene-10-oxo-10,11-dihydro-5H-dibenzo[a,d]cycloheptene). Conditions: temperature 0 celsius, time 45 minute. As a reaction SMILES: [C:1]1([S:7][CH2:8]P(=O)(OCC)OCC)[CH:6]=[CH:5]C=C[CH:2]=1.C([Li])CCC.CN1CCN([C:29]2[C:35]3[CH:36]=[CH:37][CH:38]=[CH:39][C:34]=3[C:33](=[O:40])[C:32]3[CH:41]=[CH:42][CH:43]=[CH:44][C:31]=3[CH:30]=2)CC1.Cl>C1COCC1.C(Cl)(Cl)Cl>[S:7]1[CH:8]=[CH:5][CH:6]=[C:1]1/[CH:2]=[C:29]1\[C:35]2[CH:36]=[CH:37][CH:38]=[CH:39][C:34]=2[C:33](=[O:40])[CH2:32][C:41]2[CH:42]=[CH:43][CH:44]=[CH:31][C:30]\1=2. Isolated yield 175.3%. Reported procedure: To a stirred solution of 3.25 g (12.5 mmol) of diethyl phenylthiomethylphosphonate in 7.0 mL of THF at 0° C. under N2 was added 7.8 mL of a 1.6M solution of n-butyllithium dropwise via syringe. The solution was stirred at 0° C. for 45 minutes, followed by the dropwise addition of a solution of 3.04 g (10.0 mmol) of 10-(4'-methylpiperazin-1-yl)-5H-dibenzo[a,d]cyclohepten-5-one in 10.0 mL of THF via cannula. After stirring for 1 hour at 0° C., the solution was warmed to 22° C. over 45 minutes, and...